Dataset: the Open Reaction Database (ORD), a public repository of structured organic reaction records. Task: describe an organic reaction: reactants, conditions, products, and yield As a reaction SMILES: [Br:1][C:2]1[CH:3]=[C:4]2[C:9](=[CH:10][CH:11]=1)[N:8]=[CH:7][C:6]([C:12](=[O:14])[CH3:13])=[C:5]2Cl.[N:16]1([CH2:21][C:22]2[CH:28]=[CH:27][C:25]([NH2:26])=[CH:24][CH:23]=2)[CH2:20][CH2:19][CH2:18][CH2:17]1>>[Br:1][C:2]1[CH:3]=[C:4]2[C:9](=[CH:10][CH:11]=1)[N:8]=[CH:7][C:6]([C:12](=[O:14])[CH3:13])=[C:5]2[NH:26][C:25]1[CH:24]=[CH:23][C:22]([CH2:21][N:16]2[CH2:20][CH2:19][CH2:18][CH2:17]2)=[CH:28][CH:27]=1. Isolated yield 42.9%. The product is BrC=1C=C2C(=C(C=NC2=CC1)C(C)=O)NC1=CC=C(C=C1)CN1CCCC1 (1-(6-bromo-4-((4-(pyrrolidin-1-ylmethyl)phenyl)amino)quinolin-3-yl)ethanone). Procedure details: Following general procedure C, 1-(6-bromo-4-chloroquinolin-3-yl)ethanone (285 mg, 1.00 mmol) was reacted with 4-(pyrrolidin-1-ylmethyl)aniline (374 mg, 1.50 mmol) to afford the desired product (182 mg, 43%) as a light orange solid. ESI MS m/z 424 [C22H22BrN3O+H]+ Reactants: BrC=1C=C2C(=C(C=NC2=CC1)C(C)=O)Cl (1-(6-bromo-4-chloroquinolin-3-yl)ethanone), N1(CCCC1)CC1=CC=C(N)C=C1 (4-(pyrrolidin-1-ylmethyl)aniline).